Dataset: the Open Reaction Database (ORD), a public repository of structured organic reaction records. Task: describe an organic reaction: reactants, conditions, products, and yield Reactants: S(=O)(Cl)Cl (Thionyl chloride), CN1N=C(C=C1C(=O)O)C (1,3-dimethyl-1H-pyrazole-5-carboxylic acid). Reagents/catalysts: CN(C=O)C (dimethylformamide). Run at time 2 hour. Yields the product CN1N=C(C=C1C(=O)Cl)C (1,3-dimethyl-1H-pyrazole-5-carbonyl chloride). As a reaction SMILES: S(Cl)([Cl:3])=O.[CH3:5][N:6]1[C:10]([C:11](O)=[O:12])=[CH:9][C:8]([CH3:14])=[N:7]1>CN(C)C=O>[CH3:5][N:6]1[C:10]([C:11]([Cl:3])=[O:12])=[CH:9][C:8]([CH3:14])=[N:7]1. Reported procedure: Thionyl chloride (1.04 ml, 14.4 mmol) is added to a stirred solution of 1,3-dimethyl-1H-pyrazole-5-carboxylic acid (0.5 g, 3.6 mmol) and dimethylformamide (3 drops). The reaction is stirred for 2 hours at room temperature and then for 2 hours at 80° C. The reaction is concentrated. The residue is dissolved in dichloromethane and then the solvent is evaporated to yield 1,3-dimethyl-1H-pyrazole-5-carbonyl chloride. Starting materials: CCCC=C1CCN(C(=O)OC(C)(C)C)CC1, O=C([O-])[O-], O=c1[nH]c2ccccc2n1CCCCl, [I-], [Na+], [Na+], [Na+], O, O=C(O)C(F)(F)F. Yields the product CCCC=C1CCN(CCCn2c(=O)[nH]c3ccccc32)CC1. RXN SMILES: [C:1]([O:2][C:6](=[O:3])[N:8]1[CH2:9][CH2:10][C:11](=[CH:14][CH2:15][CH2:16][CH3:17])[CH2:12][CH2:13]1)([CH3:4])([CH3:5])[CH3:7].[C:34](=[O:35])([O-:36])[O-:37].[Cl:18][CH2:19][CH2:20][CH2:21][n:22]1[c:23](=[O:31])[nH:24][c:25]2[c:26]1[cH:27][cH:28][cH:29][cH:30]2.[I-:33].[Na+:32].[Na+:38].[Na+:39].[OH2:47].[OH:40][C:41]([C:42]([F:43])([F:44])[F:45])=[O:46]>>[CH2:6]([N:8]1[CH2:9][CH2:10][C:11](=[CH:14][CH2:15][CH2:16][CH3:17])[CH2:12][CH2:13]1)[CH2:20][CH2:21][n:22]1[c:23](=[O:31])[nH:24][c:25]2[c:26]1[cH:27][cH:28][cH:29][cH:30]2. Reactants: C(C1=CC=CC=C1)OC1=C(C=CC(=C1)I)[N+](=O)[O-] (2-benzyloxy-4-iodo-1-nitrobenzene), CC(=O)O (AcOH). Reagents/catalysts: [Fe] (Fe). Solvent: CCO (EtOH). Reaction conditions: temperature 100 celsius. Yields the product C(C1=CC=CC=C1)OC1=C(C=CC(=C1)I)N (2-Benzyloxy-4-iodophenylamine). RXN SMILES: [CH2:1]([O:8][C:9]1[CH:14]=[C:13]([I:15])[CH:12]=[CH:11][C:10]=1[N+:16]([O-])=O)[C:2]1[CH:7]=[CH:6][CH:5]=[CH:4][CH:3]=1.CC(O)=O>[Fe].CCO>[CH2:1]([O:8][C:9]1[CH:14]=[C:13]([I:15])[CH:12]=[CH:11][C:10]=1[NH2:16])[C:2]1[CH:3]=[CH:4][CH:5]=[CH:6][CH:7]=1. Procedure details: To a mixture of 2-benzyloxy-4-iodo-1-nitrobenzene (2.35 g, 6.62 mmol) and Fe (1.85 g, 33.1 mmol) is added AcOH (24 mL) and EtOH (12 mL) and it is refluxed at 100° C. for 1.5 h. The mixture is then cooled and filtered through Celite. EtOAc (300 mL) is added and it is then washed with sat. NaHCO3 (2×), brine (1×) and dried with NaSO4. It is then concentrated and the residue is purified by column chromatography to give the title compound. Starting materials: BrC=1SC=C(N1)C(=O)O (2-bromo-1,3-thiazole-4-carboxylic acid), [OH-].[NH4+] (ammonium hydroxide), solution, CN(C)C=O (DMF), S(=O)(Cl)Cl (thionyl chloride). The solvent is C(C)(=O)OCC (ethyl acetate), C(Cl)Cl (CH2Cl2), C(Cl)Cl (CH2Cl2). Conditions: time 12 hour. The product is BrC=1SC=C(N1)C(=O)N (2-Bromo-1,3-thiazole-4-carboxamide). RXN SMILES: [Br:1][C:2]1[S:3][CH:4]=[C:5]([C:7]([OH:9])=O)[N:6]=1.C[N:11](C=O)C.S(Cl)(Cl)=O.[OH-].[NH4+]>C(Cl)Cl.C(OCC)(=O)C>[Br:1][C:2]1[S:3][CH:4]=[C:5]([C:7]([NH2:11])=[O:9])[N:6]=1 |f:3.4|. Procedure details: To a suspension of 2-bromo-1,3-thiazole-4-carboxylic acid (3.82 g, 18.4 mmol) and a catalytic amount of DMF in CH2Cl2 (100 mL) at 0° C. was slowly added thionyl chloride (14 mL of a 2M solution in CH2Cl2). The resulting mixture was stirred for 12 h at the room temperature and then heated to reflux for 1 h. The mixture was concentrated to dryness in vacuo. The white solid obtained was taken up in ethyl acetate, added to a pre-cooled (0° C.) 9-10% aqueous ammonium hydroxide solution (90 ml) and st... The reactants are [H-].[H-].[H-].[H-].[Li+].[Al+3] (LiAlH4), ON=C1CCN(CC1)C1C2=C(OCC3=C1C=CC=C3)C=CC(=C2)Br (11-(4-hydroxyiminopiperidin-1-yl)-2-bromo-6,11-dihydrodibenz[b,e]oxepin), O (water). The solvent is CCOCC (ether), C1CCOC1 (THF). Reaction conditions: temperature 0 celsius. Product: NC1CCN(CC1)C1C2=C(OCC3=C1C=CC=C3)C=CC(=C2)Br (11-(4-aminopiperidin-1-yl)-2-bromo-6,11-dihydrodibenz[b,e]oxepin). The yield is 69.1%. As a reaction SMILES: [H-].[H-].[H-].[H-].[Li+].[Al+3].O[N:8]=[C:9]1[CH2:14][CH2:13][N:12]([CH:15]2[C:21]3[CH:22]=[CH:23][CH:24]=[CH:25][C:20]=3[CH2:19][O:18][C:17]3[CH:26]=[CH:27][C:28]([Br:30])=[CH:29][C:16]2=3)[CH2:11][CH2:10]1.O>C1COCC1.CCOCC>[NH2:8][CH:9]1[CH2:14][CH2:13][N:12]([CH:15]2[C:21]3[CH:22]=[CH:23][CH:24]=[CH:25][C:20]=3[CH2:19][O:18][C:17]3[CH:26]=[CH:27][C:28]([Br:30])=[CH:29][C:16]2=3)[CH2:11][CH2:10]1 |f:0.1.2.3.4.5|. Procedure details: Step 4): LiAlH4 (0.14 g, 3.7 mmol) was added to a solution of 11-(4-hydroxyiminopiperidin-1-yl)-2-bromo-6,11-dihydrodibenz[b,e]oxepin (1.5 g, 3.7 mmol) in dry THF (50 ml) under nitrogen atmosphere. The reaction mixture was heated at 60°-70° C. for 3 hours. After cooled at 0° C., the reaction mixture was hydrolyzed with water and diluted with ether, then filtered. The filtrate was concentrated to give 11-(4-aminopiperidin-1-yl)-2-bromo-6,11-dihydrodibenz[b,e]oxepin (69.1%): mp 142°-144° C. Reactants: CCCCCCCCOc1ccc(-c2ncc(C(=O)OCC)cn2)cc1, CCO, Cl, [K+], [OH-], O. Yields the product CCCCCCCCOc1ccc(-c2ncc(C(=O)O)cn2)cc1. Reaction SMILES: [CH2:1]([CH2:2][CH2:3][CH2:4][CH2:5][CH2:6][CH2:7][CH3:8])[O:9][c:10]1[cH:11][cH:12][c:13](-[c:16]2[n:17][cH:18][c:19]([C:22](=[O:23])[O:24][CH2:25][CH3:26])[cH:20][n:21]2)[cH:14][cH:15]1.[CH3:29][CH2:30][OH:31].[ClH:32].[K+:28].[OH-:27].[OH2:33]>>[CH2:1]([CH2:2][CH2:3][CH2:4][CH2:5][CH2:6][CH2:7][CH3:8])[O:9][c:10]1[cH:11][cH:12][c:13](-[c:16]2[n:17][cH:18][c:19]([C:22](=[O:23])[OH:24])[cH:20][n:21]2)[cH:14][cH:15]1. Starting materials: COC1=C(C2=CC=CC=C2C=C1)C=COC (2-methoxy-1-(2-methoxyvinyl)naphthalene). Run in Cl.O1CCCC1 (hydrochloric acid tetrahydrofuran), C(C)(=O)OCC (ethyl acetate). Run at temperature 70 celsius, time 2 hour. Yields the product COC1=C(C2=CC=CC=C2C=C1)CC=O ((2-methoxynaphthalen-1-yl)acetaldehyde). The yield is 102.5%. RXN SMILES: [CH3:1][O:2][C:3]1[CH:12]=[CH:11][C:10]2[C:5](=[CH:6][CH:7]=[CH:8][CH:9]=2)[C:4]=1[CH:13]=[CH:14][O:15]C>Cl.O1CCCC1.C(OCC)(=O)C>[CH3:1][O:2][C:3]1[CH:12]=[CH:11][C:10]2[C:5](=[CH:6][CH:7]=[CH:8][CH:9]=2)[C:4]=1[CH2:13][CH:14]=[O:15] |f:1.2|. Procedure details: 120 mg of 2-methoxy-1-(2-methoxyvinyl)naphthalene was dissolved in 4 ml of 2 N hydrochloric acid-tetrahydrofuran (1:1). The obtained mixture was then stirred at 70° C. for 2 hours. The reaction solution was cooled to a room temperature and then diluted with ethyl acetate. The resultant product was washed with water and a saturated sodium chloride aqueous solution. The organic layer was dried over magnesium sulfate and then concentrated under a reduced pressure, so as to obtain 115 mg of (2-metho...